From a dataset of the Open Reaction Database (ORD), a public repository of structured organic reaction records. describe an organic reaction: reactants, conditions, products, and yield Reactants: FC(C=1C=C(C#N)C=CC1N(CCO)CCO)(F)F (3-trifluoromethyl-4-[bis(2-hydroxyethyl) amino]benzonitrile), [OH-].[Na+] (NaOH), C(C)O (ethanol). The product is FC(C=1C=C(C(=O)O)C=CC1N(CCO)CCO)(F)F (3-trifluoromethyl-4-[bis(2-hydroxyethyl) amino]benzoic acid). As a reaction SMILES: [F:1][C:2]([F:19])([F:18])[C:3]1[CH:4]=C([CH:8]=[CH:9][C:10]=1[N:11]([CH2:15][CH2:16][OH:17])[CH2:12][CH2:13][OH:14])C#N.[OH-:20].[Na+].[CH2:22]([OH:24])[CH3:23]>>[F:1][C:2]([F:19])([F:18])[C:3]1[CH:4]=[C:23]([CH:8]=[CH:9][C:10]=1[N:11]([CH2:15][CH2:16][OH:17])[CH2:12][CH2:13][OH:14])[C:22]([OH:20])=[O:24] |f:1.2|. Procedure: A solution of the 3-trifluoromethyl-4-[bis(2-hydroxyethyl) amino]benzonitrile and NaOH (0.8 g, 0.02 mol) in aqueous ethanol (10 ml, 50%) was refluxed for 2 hours. The solution was partitioned between EtOAc (120 ml) and HCl (50 ml, 0.4 M), the aqueous layer washed with EtOAc (3×25 ml), the combined organic layers dried (MgSO4) and evaporated to dryness. The residue was recrystallized from EtOAc to give 0.39 g of white crystals. Reactants: Cc1nc2[nH]cnc2cc1Br, ClCCl, O=C(OO)c1cccc(Cl)c1. Product: Cc1c(Br)cc2nc[nH]c2[n+]1[O-]. Reaction SMILES: [Br:1][c:2]1[cH:3][c:4]2[c:5]([n:6][c:7]1[CH3:8])[nH:9][cH:10][n:11]2.[Cl:23][CH2:24][Cl:25].[OH:12][O:13][C:14]([c:15]1[cH:16][c:17]([Cl:18])[cH:19][cH:20][cH:21]1)=[O:22]>>[Br:1][c:2]1[cH:3][c:4]2[c:5]([n+:6]([O-:12])[c:7]1[CH3:8])[nH:9][cH:10][n:11]2. Starting materials: CC(=O)O, [N-]=C=O, Cc1c(-c2ccccc2)sc(N)c1C(N)=O, [Na+], O. Product: Cc1c(-c2ccccc2)sc(NC(N)=O)c1C(N)=O. RXN SMILES: [CH3:21][C:22](=[O:23])[OH:24].[N-:17]=[C:18]=[O:19].[NH2:1][c:2]1[s:3][c:4](-[c:11]2[cH:12][cH:13][cH:14][cH:15][cH:16]2)[c:5]([CH3:10])[c:6]1[C:7](=[O:8])[NH2:9].[Na+:20].[OH2:25]>>[NH:1]([c:2]1[s:3][c:4](-[c:11]2[cH:12][cH:13][cH:14][cH:15][cH:16]2)[c:5]([CH3:10])[c:6]1[C:7](=[O:8])[NH2:9])[C:18]([NH2:17])=[O:19].